This data is from the Open Reaction Database (ORD), a public repository of structured organic reaction records. The task is: describe an organic reaction: reactants, conditions, products, and yield The reactants are CC1=C(C=CC=C1)C=1C=CC=C2C(=C(NC12)C(=O)OCC)CCCOC1=C2C3CCC(C2=C(C=C1)OS(=O)(=O)C(F)(F)F)C3 (ethyl 7-(2-methylphenyl)-3-(3-((8-(((trifluoromethyl)sulfonyl)oxy)-1,2,3,4-tetrahydro-1,4-methanonaphthalen-5-yl)oxy)propyl)-1H-indole-2-carboxylate), [H][H] (hydrogen). Reagents/catalysts: [OH-].[Pd+2].[OH-] (palladium hydroxide). Run in O1CCCC1 (tetrahydrofuran), CO (methanol). Product: CC1=C(C=CC=C1)C=1C=CC=C2C(=C(NC12)C(=O)OCC)CCCOC1=C2C3CCC(C2=CC=C1)C3 (ethyl 7-(2-methylphenyl)-3-(3-(1,2,3,4-tetrahydro-1,4-methanonaphthalen-5-yloxy)propyl)-1H-indole-2-carboxylate). RXN SMILES: [CH3:1][C:2]1[CH:7]=[CH:6][CH:5]=[CH:4][C:3]=1[C:8]1[CH:9]=[CH:10][CH:11]=[C:12]2[C:16]=1[NH:15][C:14]([C:17]([O:19][CH2:20][CH3:21])=[O:18])=[C:13]2[CH2:22][CH2:23][CH2:24][O:25][C:26]1[CH:35]=[CH:34][C:33](OS(C(F)(F)F)(=O)=O)=[C:32]2[C:27]=1[CH:28]1[CH2:44][CH:31]2[CH2:30][CH2:29]1.[H][H]>O1CCCC1.CO.[OH-].[Pd+2].[OH-]>[CH3:1][C:2]1[CH:7]=[CH:6][CH:5]=[CH:4][C:3]=1[C:8]1[CH:9]=[CH:10][CH:11]=[C:12]2[C:16]=1[NH:15][C:14]([C:17]([O:19][CH2:20][CH3:21])=[O:18])=[C:13]2[CH2:22][CH2:23][CH2:24][O:25][C:26]1[CH:35]=[CH:34][CH:33]=[C:32]2[C:27]=1[CH:28]1[CH2:44][CH:31]2[CH2:30][CH2:29]1 |f:4.5.6|. Procedure details: To a solution of EXAMPLE 546D (80 mg) in tetrahydrofuran and methanol (40 ml, 1:1) was added 10% palladium hydroxide (40 mg). The mixture was shaken under 30 psi of hydrogen for 4 hours. The catalyst was filtered off, the filtrate was concentrated and the residue was hydrolyzed with LiOH/tetrahydrofuran/methanol/H2O. The product was purified by reverse phase HPLC. Reactants: FC1=C(CO)C=CC=C1 (2-fluorobenzyl alcohol), ClC1=C(C=CC(=C1)Cl)C1(CO1)CCC (2-(2,4-dichlorophenyl)-1,2-epoxypentane), B(F)(F)F.CCOCC (boron trifluoride ethyl etherate). Run in C(C)OCC (diethyl ether). Yields the product ClC1=C(C=CC(=C1)Cl)C(CO)(CCC)OCC1=C(C=CC=C1)F (2-(2,4-dichlorophenyl)-2-(2-fluorobenzyloxy)-pentan-1-ol). The yield is 9.0%. As a reaction SMILES: [F:1][C:2]1[CH:9]=[CH:8][CH:7]=[CH:6][C:3]=1[CH2:4][OH:5].[Cl:10][C:11]1[CH:16]=[C:15]([Cl:17])[CH:14]=[CH:13][C:12]=1[C:18]1([CH2:21][CH2:22][CH3:23])[O:20][CH2:19]1.B(F)(F)F.CCOCC>C(OCC)C>[Cl:10][C:11]1[CH:16]=[C:15]([Cl:17])[CH:14]=[CH:13][C:12]=1[C:18]([O:5][CH2:4][C:3]1[CH:6]=[CH:7][CH:8]=[CH:9][C:2]=1[F:1])([CH2:21][CH2:22][CH3:23])[CH2:19][OH:20] |f:2.3|. Reported procedure: A mixture of 11.6 g (92 mmoles) of 2-fluorobenzyl alcohol and 21.9 g (92 mmoles) of 2-(2,4-dichlorophenyl)-1,2-epoxypentane is added dropwise at 0°-2° C. to a solution of 2.0 ml (16.5 mmoles) of boron trifluoride ethyl etherate in 10 ml of diethyl ether. The solution is allowed to react further overnight at +7° C. and is worked up as in Example I by extraction and column chromatography. 2.95 g of the pure product are obtained in the form of a colourless oil. 100 MHz-1H-NMR (CDCl3): δ=6.8-7.7 ppm... Reactants: CC(C)(C)C(Br)C(=O)[O-], CCCc1cc(CCN(Cc2ccc(C(F)(F)F)cc2)c2ccc(C)cn2)ccc1O, O=C(O)C(F)(F)F. The product is CCCc1cc(CCN(Cc2ccc(C(F)(F)F)cc2)c2ccc(C)cn2)ccc1OCC(=O)O. Reaction SMILES: [C:32]([CH3:34])([CH3:35])([CH:36]([Br:33])[C:37](=[O:38])[O-:39])[CH3:40].[CH3:1][c:2]1[cH:3][cH:4][c:5]([N:8]([CH2:9][CH2:10][c:11]2[cH:12][c:13]([CH2:18][CH2:19][CH3:20])[c:14]([OH:17])[cH:15][cH:16]2)[CH2:21][c:22]2[cH:23][cH:24][c:25]([C:28]([F:29])([F:30])[F:31])[cH:26][cH:27]2)[n:6][cH:7]1.[F:41][C:42]([F:43])([F:44])[C:45]([OH:46])=[O:47]>>[CH3:1][c:2]1[cH:3][cH:4][c:5]([N:8]([CH2:9][CH2:10][c:11]2[cH:12][c:13]([CH2:18][CH2:19][CH3:20])[c:14]([O:17][CH2:36][C:37](=[O:38])[OH:39])[cH:15][cH:16]2)[CH2:21][c:22]2[cH:23][cH:24][c:25]([C:28]([F:29])([F:30])[F:31])[cH:26][cH:27]2)[n:6][cH:7]1. Reactants: CO (Methanol), C(C)(C)(C)OC(=O)NC(SC)=NC(=O)OC(C)(C)C (1,3-bis(tert-butoxycarbonyl)-2-methyl-2-thiopseudourea), S(=O)(Cl)Cl (thionyl chloride), C(CCN)CC(=O)O (5-amino-n-valeric acid). The solvent is C(Cl)Cl (methylene chloride). Reaction conditions: time 30 minute. Yields the product COC(=O)CCCCN (5-amino-n-valeric acid methyl ester). The yield is 153.4%. As a reaction SMILES: CO.S(Cl)(Cl)=O.[CH2:7]([CH2:11][C:12]([OH:14])=[O:13])[CH2:8][CH2:9][NH2:10].[C:15](OC(NC(=NC(OC(C)(C)C)=O)SC)=O)(C)(C)C>C(Cl)Cl>[CH3:15][O:13][C:12]([CH2:11][CH2:7][CH2:8][CH2:9][NH2:10])=[O:14]. Procedure: Methanol (15 mL) was cooled to 0° C., combined with thionyl chloride (1.25 mL, 17.1 mmol) and stirred further for 30 minutes. This reaction solution was combined with 5-amino-n-valeric acid (500 mg, 4.3 mmol) and stirred at room temperature overnight. After completion of the reaction, the mixture was concentrated under reduced pressure to obtain a residue, which was dissolved in methylene chloride (10 mL), combined with 1,3-bis(tert-butoxycarbonyl)-2-methyl-2-thiopseudourea (1.85 g, 6.4 mmol) an...